Dataset: the Open Reaction Database (ORD), a public repository of structured organic reaction records. Task: describe an organic reaction: reactants, conditions, products, and yield The reactants are CC1=CC=C(C=C1)S(=O)(=O)OCC1OC2=C(C1)C=CC=C2C2=C(C=C(C=C2Cl)Cl)Cl ((±)-[7-(2,4,6-trichlorophenyl)-2,3-dihydro-1-benzofuran-2-yl]methyl 4-methylbenzenesulfonate), [N-]=[N+]=[N-].[Na+] (sodium azide), Intermediate 98. Product: N(=[N+]=[N-])CC1OC2=C(C1)C=CC=C2C2=C(C=C(C=C2Cl)Cl)Cl ((±)-2-(azidomethyl)-7-(2,4,6-trichlorophenyl)-2,3-dihydro-1-benzofuran). Isolated yield 92.0%. RXN SMILES: CC1C=CC(S(O[CH2:12][CH:13]2[CH2:17][C:16]3[CH:18]=[CH:19][CH:20]=[C:21]([C:22]4[C:27]([Cl:28])=[CH:26][C:25]([Cl:29])=[CH:24][C:23]=4[Cl:30])[C:15]=3[O:14]2)(=O)=O)=CC=1.[N-:31]=[N+:32]=[N-:33].[Na+]>>[N:31]([CH2:12][CH:13]1[CH2:17][C:16]2[CH:18]=[CH:19][CH:20]=[C:21]([C:22]3[C:27]([Cl:28])=[CH:26][C:25]([Cl:29])=[CH:24][C:23]=3[Cl:30])[C:15]=2[O:14]1)=[N+:32]=[N-:33] |f:1.2|. Procedure details: Treatment of 2,4,6-trichlorobromobenzene (14.5 g, 55.69 mmol) with 2-methoxybenzeneboronic acid (12.69 g, 83.54 mol), dichlorobis(tri-o-tolylphosphine)-palladium(II) (0.656 g, 0.835 mmol), and potassium carbonate (19.21 g, 139.22 mmol) generally according to the procedure described for Intermediate 37 provided 9.8 g (61%) of 2′4′,6′-trichloro-1,1′-biphenyl-2-yl methyl ether. To a solution of 2′ 4′,6′-trichloro-1,1′-biphenyl-2-yl methyl ether (9.8 g, 34.08 mmol) in dichloromethane (100 mL) cooled...